Dataset: the Open Reaction Database (ORD), a public repository of structured organic reaction records. Task: describe an organic reaction: reactants, conditions, products, and yield The reactants are [N+](=O)([O-])C=1C=C(C=C(C(=O)OCCCO[N+](=O)[O-])C(=O)C)C=CC1 (3-nitrooxypropyl 2-(3-nitrobenzylidene)acetoacetate), C(C)(=O)O.C(N)(=N)CC(=O)OCCCO[N+](=O)[O-] (3-nitrooxypropyl amidinoacetate acetate), C[O-].[Na+] (sodium methoxide). The solvent is C(C)(C)O (isopropanol). Product: NC=1NC(=C(C(C1C(=O)OCCCO[N+](=O)[O-])C1=CC(=CC=C1)[N+](=O)[O-])C(=O)OCCCO[N+](=O)[O-])C (Bis(3-nitrooxypropyl) 2-amino-1.4-dihydro-6-methyl-4(3-nitrophenyl)pyridine-3,5-dicarboxylate). The yield is 65.9%. As a reaction SMILES: [N+:1]([C:4]1[CH:5]=[C:6]([CH:22]=[CH:23][CH:24]=1)[CH:7]=[C:8]([C:19]([CH3:21])=O)[C:9]([O:11][CH2:12][CH2:13][CH2:14][O:15][N+:16]([O-:18])=[O:17])=[O:10])([O-:3])=[O:2].C(O)(=O)C.[C:29]([CH2:32][C:33]([O:35][CH2:36][CH2:37][CH2:38][O:39][N+:40]([O-:42])=[O:41])=[O:34])(=[NH:31])[NH2:30].C[O-].[Na+]>C(O)(C)C>[NH2:30][C:29]1[NH:31][C:19]([CH3:21])=[C:8]([C:9]([O:11][CH2:12][CH2:13][CH2:14][O:15][N+:16]([O-:18])=[O:17])=[O:10])[CH:7]([C:6]2[CH:22]=[CH:23][CH:24]=[C:4]([N+:1]([O-:3])=[O:2])[CH:5]=2)[C:32]=1[C:33]([O:35][CH2:36][CH2:37][CH2:38][O:39][N+:40]([O-:42])=[O:41])=[O:34] |f:1.2,3.4|. Procedure: 500 ml of an isopropanol solution containing 18.8 g (55.7 mmoles) of 3-nitrooxypropyl 2-(3-nitrobenzylidene)acetoacetate, 14.76 g (55.7 mmoles) of 3-nitrooxypropyl amidinoacetate acetate and 3.00 g (55.7 mmoles) of sodium methoxide were heated under reflux for 90 minutes. The solution was then cooled and insolubles were filtered off. The isopropanol was then evaporated off under reduced pressure. The resulting residue was dissolved in methylene chloride, and the solution was washed with water an... Starting materials: [BH4-], CCC(CC)CCN, CC(C)CCNCc1ccc(Oc2ccc(C(N)=O)s2)cc1, CO, [Na+]. The product is CCC(CC)CCNCc1ccc(Oc2ccc(C(N)=O)s2)cc1. As a reaction SMILES: [BH4-:31].[CH2:23]([CH3:24])[CH:25]([CH2:26][CH2:27][NH2:28])[CH2:29][CH3:30].[CH3:1][CH:2]([CH3:3])[CH2:4][CH2:5][NH:22][CH2:6][c:7]1[cH:8][cH:9][c:10]([O:11][c:12]2[cH:13][cH:14][c:15]([C:17](=[O:18])[NH2:19])[s:16]2)[cH:20][cH:21]1.[CH3:33][OH:34].[Na+:32]>>[CH2:6]([c:7]1[cH:8][cH:9][c:10]([O:11][c:12]2[cH:13][cH:14][c:15]([C:17](=[O:18])[NH2:19])[s:16]2)[cH:20][cH:21]1)[NH:28][CH2:27][CH2:26][CH:25]([CH2:23][CH3:24])[CH2:29][CH3:30]. The reactants are O=C1CCC(=O)N1Br, ClCCl, CS(=O)(=O)c1ccc(C(CC2CCCC2)C(=O)O)cc1Cl, Nc1ccccn1, O, c1ccc(P(c2ccccc2)c2ccccc2)cc1, c1ccncc1. Yields the product CS(=O)(=O)c1ccc(C(CC2CCCC2)C(=O)Nc2ccccn2)cc1Cl. RXN SMILES: [Br:20][N:21]1[C:22](=[O:23])[CH2:24][CH2:25][C:26]1=[O:27].[CH2:62]([Cl:63])[Cl:64].[Cl:28][c:29]1[cH:30][c:31]([CH:39]([C:40](=[O:41])[OH:42])[CH2:43][CH:44]2[CH2:45][CH2:46][CH2:47][CH2:48]2)[cH:32][cH:33][c:34]1[S:35](=[O:36])(=[O:37])[CH3:38].[NH2:49][c:50]1[n:51][cH:52][cH:53][cH:54][cH:55]1.[OH2:65].[c:1]1([P:2]([c:3]2[cH:4][cH:5][cH:6][cH:7][cH:8]2)[c:9]2[cH:10][cH:11][cH:12][cH:13][cH:14]2)[cH:15][cH:16][cH:17][cH:18][cH:19]1.[cH:56]1[cH:57][cH:58][n:59][cH:60][cH:61]1>>[Cl:28][c:29]1[cH:30][c:31]([CH:39]([C:40](=[O:42])[NH:49][c:50]2[n:51][cH:52][cH:53][cH:54][cH:55]2)[CH2:43][CH:44]2[CH2:45][CH2:46][CH2:47][CH2:48]2)[cH:32][cH:33][c:34]1[S:35](=[O:36])(=[O:37])[CH3:38]. The reactants are ether hexanes, FC=1C=CC(=C(C(=O)N=[N+]=[N-])C1)[N+](=O)[O-] (5-fluoro-2-nitrobenzoyl azide), Cl.COC(CN)=O (glycine methyl ester hydrochloride), N1=CC=CC=C1 (pyridine), C(C)(=O)OCC (ethyl acetate). The solvent is O (water), hexanes, C1(=CC=CC=C1)C (toluene). Conditions: time 10 minute. Product: COC(CNC(NC1=C(C=CC(=C1)F)[N+](=O)[O-])=O)=O (N-[(5-Fluoro-2-nitrophenyl)carbamoyl]glycine methyl ester). As a reaction SMILES: [F:1][C:2]1[CH:3]=[CH:4][C:5]([N+:13]([O-:15])=[O:14])=[C:6]([CH:12]=1)C(N=[N+]=[N-])=O.Cl.[CH3:17][O:18][C:19](=[O:22])[CH2:20][NH2:21].[N:23]1[CH:28]=CC=CC=1.C(OCC)(=[O:31])C>C1(C)C=CC=CC=1.O>[CH3:17][O:18][C:19](=[O:22])[CH2:20][NH:21][C:28](=[O:31])[NH:23][C:6]1[CH:12]=[C:2]([F:1])[CH:3]=[CH:4][C:5]=1[N+:13]([O-:15])=[O:14] |f:1.2|. Procedure details: A solution of 5-fluoro-2-nitrobenzoyl azide (5.46 g, 0.026 mol) in toluene is stirred at 65° C. for 90 minutes, cooled, treated with glycine methyl ester hydrochloride (3.63 g, 0.029 mol), stirred for 10 minutes, treated with pyridine (5 mL, 0.062 mol), stirred overnight, diluted with water and extracted with ethyl acetate. The organic extracts are combined, washed sequentially with water, 0.4M hydrochloric acid and brine, dried over anhydrous magnesium sulfate and concentrated in vacuo to obtai... Starting materials: C(C1=CC=CC=C1)OC(COP(=O)(OC(C)(C)C)OC(C)(C)C)=O ((Di-tert-butoxy-phosphoryloxy)-acetic acid benzyl ester), [H][H] (hydrogen). Reagents/catalysts: [Pd] (Pd on carbon). Solvent: CO (MeOH). The product is C(C)(C)(C)OP(=O)(OCC(=O)O)OC(C)(C)C ((di-tert-butoxy-phosphoryloxy)-acetic acid). Yield: 97.6%. Reaction SMILES: C([O:8][C:9](=[O:24])[CH2:10][O:11][P:12]([O:19][C:20]([CH3:23])([CH3:22])[CH3:21])([O:14][C:15]([CH3:18])([CH3:17])[CH3:16])=[O:13])C1C=CC=CC=1.[H][H]>CO.[Pd]>[C:20]([O:19][P:12]([O:14][C:15]([CH3:18])([CH3:17])[CH3:16])([O:11][CH2:10][C:9]([OH:24])=[O:8])=[O:13])([CH3:22])([CH3:23])[CH3:21]. Reported procedure: (Di-tert-butoxy-phosphoryloxy)-acetic acid benzyl ester (700 mg, 1.96 mmol) was dissolved in MeOH (40 mL) and passed through a “H-cube” hydrogenator with a 10% Pd on carbon cartridge under 40 psi of hydrogen at a flow rate of 1 mL/min. The reaction mixture was concentrated in vacuo to give 513 mg (98%) of (di-tert-butoxy-phosphoryloxy)-acetic acid, which was used in the next step without further purification. 1H NMR (400 MHz, CDCl3): δ 4.53 (d, 2H), and 1.51 (s, 18H). Starting materials: O1CCN(CC1)CCN (2-morpholinoethylamine), S(=O)(Cl)Cl (thionyl chloride), CC1=NC(=CC(=C1C(=O)O)C1=CC(=CC=C1)C#N)C (2,6-dimethyl-4-(3-cyanophenyl)-3-pyridinecarboxylic acid), C([O-])(O)=O.[Na+] (sodium bicarbonate). Solvent: C(Cl)Cl (methylene chloride), C(Cl)Cl (methylene chloride), CN(C=O)C (N,N-dimethylformamide), C(Cl)Cl (methylene chloride). Run at time 1 hour. Yields the product C(#N)C=1C=C(C=CC1)C1=C(C(=NC(=C1)C)C)C(NCCN1CCOCC1)=O (4-(3-cyanophenyl)-2,6-dimethyl-3-(2-morpholinoethylcarbamoyl)pyridine). Yield: 45.2%. RXN SMILES: S(Cl)(Cl)=O.[CH3:5][C:6]1[C:11]([C:12]([OH:14])=O)=[C:10]([C:15]2[CH:20]=[CH:19][CH:18]=[C:17]([C:21]#[N:22])[CH:16]=2)[CH:9]=[C:8]([CH3:23])[N:7]=1.[O:24]1[CH2:29][CH2:28][N:27]([CH2:30][CH2:31][NH2:32])[CH2:26][CH2:25]1.C(=O)(O)[O-].[Na+]>C(Cl)Cl.CN(C)C=O>[C:21]([C:17]1[CH:16]=[C:15]([C:10]2[CH:9]=[C:8]([CH3:23])[N:7]=[C:6]([CH3:5])[C:11]=2[C:12](=[O:14])[NH:32][CH2:31][CH2:30][N:27]2[CH2:28][CH2:29][O:24][CH2:25][CH2:26]2)[CH:20]=[CH:19][CH:18]=1)#[N:22] |f:3.4|. Reported procedure: To a solution of thionyl chloride (0.29 g) in methylene chloride (5 ml) was added N,N-dimethylformamide (0.18 g) at 10° C. and the mixture was stirred at the same temperature for 1 hour. Thereto was added 2,6-dimethyl-4-(3-cyanophenyl)-3-pyridinecarboxylic acid (0.505 g) at 10° C. and the mixture was stirred at ambient temperature for 1 hour. To the resulting mixture was added dropwise a solution of 2-morpholinoethylamine (0.62 g) in methylene chloride (2 ml) at 10° C. The mixture was stirred at... The reactants are CC1(C)CC(C)(C)c2cc(Br)cc(C=O)c2O1, CCOC(=O)c1ccc(C#Cc2ccc3c(c2)C(C)(C)CCC3NC2CC2)cc1, CCCCCC. Product: C=Cc1cc(Br)cc2c1OC(C)(C)CC2(C)C. RXN SMILES: [Br:30][c:31]1[cH:32][c:33]2[c:38]([c:39]([CH:41]=[O:42])[cH:40]1)[O:37][C:36]([CH3:43])([CH3:44])[CH2:35][C:34]2([CH3:45])[CH3:46].[CH2:1]([O:2][C:3](=[O:4])[c:5]1[cH:6][cH:7][c:8]([C:9]#[C:10][c:11]2[cH:12][cH:13][c:14]3[c:25]([cH:26]2)[C:22]([CH3:23])([CH3:24])[CH2:21][CH2:20][CH:15]3[NH:16][CH:17]2[CH2:18][CH2:19]2)[cH:27][cH:28]1)[CH3:29].[CH3:47][CH2:48][CH2:49][CH2:50][CH2:51][CH3:52]>>[CH2:1]=[CH:41][c:39]1[c:38]2[c:33]([cH:32][c:31]([Br:30])[cH:40]1)[C:34]([CH3:45])([CH3:46])[CH2:35][C:36]([CH3:43])([CH3:44])[O:37]2. Reactants: [H-].[Na+] (Sodium hydride), ClC1=C(C=CC(=C1)Cl)C1(OC1)CN1N=CN=C1 (2-(2,4-dichlorophenyl)-2-(1,2,4-triazol-1-ylmethyl)oxirane), O (water), N1C=NC=C1 (imidazole). Run in CN(C=O)C (dimethylformamide), CN(C=O)C (dimethylformamide). Conditions: temperature 80 celsius. Yields the product ClC1=C(C=CC(=C1)Cl)C(CN1C=NC=C1)(CN1N=CN=C1)O (2-(2,4-dichlorophenyl)-1-(imidazol-1-yl)-3-(1,2,4-triazol-1-yl)-2-propanol). As a reaction SMILES: [H-].[Na+].[NH:3]1[CH:7]=[CH:6][N:5]=[CH:4]1.[Cl:8][C:9]1[CH:14]=[C:13]([Cl:15])[CH:12]=[CH:11][C:10]=1[C:16]1([CH2:19][N:20]2[CH:24]=[N:23][CH:22]=[N:21]2)[CH2:18][O:17]1.O>CN(C)C=O>[Cl:8][C:9]1[CH:14]=[C:13]([Cl:15])[CH:12]=[CH:11][C:10]=1[C:16]([OH:17])([CH2:19][N:20]1[CH:24]=[N:23][CH:22]=[N:21]1)[CH2:18][N:3]1[CH:7]=[CH:6][N:5]=[CH:4]1 |f:0.1|. Reported procedure: Sodium hydride (50% suspension in oil--2.23 g) was suspended in dimethylformamide (30 ml) under an atmosphere of argon, and cooled in a water bath while imidazole (3.2 g) was added in portions. A solution of 2-(2,4-dichlorophenyl)-2-(1,2,4-triazol-1-ylmethyl)oxirane (6.4 g) in dimethylformamide (30 ml) was added, and the mixture was heated at 80° C. for 2 hours. The mixture was cooled, poured into water (200 ml) and extracted with methylene dichloride. The organic extract was washed with water t...